This data is from the Open Reaction Database (ORD), a public repository of structured organic reaction records. The task is: describe an organic reaction: reactants, conditions, products, and yield Starting materials: C, Cc1ccccc1-c1ccc(C(=O)OC(C)(C)C)c(NC(=O)c2cc(N3CCCCC3)ccc2OCc2ccccc2)c1, CO, CCOC(C)=O, [Pd]. Product: Cc1ccccc1-c1ccc(C(=O)OC(C)(C)C)c(NC(=O)c2cc(N3CCCCC3)ccc2O)c1. As a reaction SMILES: [C:52].[CH2:1]([c:2]1[cH:3][cH:4][cH:5][cH:6][cH:7]1)[O:8][c:9]1[c:10]([C:11](=[O:12])[NH:13][c:14]2[c:15]([C:16](=[O:17])[O:18][C:19]([CH3:20])([CH3:21])[CH3:22])[cH:23][cH:24][c:25](-[c:27]3[c:28]([CH3:33])[cH:29][cH:30][cH:31][cH:32]3)[cH:26]2)[cH:34][c:35]([N:38]2[CH2:39][CH2:40][CH2:41][CH2:42][CH2:43]2)[cH:36][cH:37]1.[CH3:44][OH:45].[CH3:46][CH2:47][O:48][C:49](=[O:50])[CH3:51].[Pd:53]>>[OH:8][c:9]1[c:10]([C:11](=[O:12])[NH:13][c:14]2[c:15]([C:16](=[O:17])[O:18][C:19]([CH3:20])([CH3:21])[CH3:22])[cH:23][cH:24][c:25](-[c:27]3[c:28]([CH3:33])[cH:29][cH:30][cH:31][cH:32]3)[cH:26]2)[cH:34][c:35]([N:38]2[CH2:39][CH2:40][CH2:41][CH2:42][CH2:43]2)[cH:36][cH:37]1.